Dataset: the Open Reaction Database (ORD), a public repository of structured organic reaction records. Task: describe an organic reaction: reactants, conditions, products, and yield Reactants: C(C)(C)(C)OC(N[C@H](C(N1CC(CC1)=O)=O)CC1=CC=CC=C1)=O ((S)-[1-Benzyl-2-oxo-2-(3-oxo-pyrrolidin-1-yl)-ethyl]-carbamic acid tert-butyl ester), Cl.O1CCOCC1 (HCl dioxane). Reaction conditions: temperature 25 celsius, time 1 hour. The product is Cl.N[C@H](C(=O)N1CC(CC1)=O)CC1=CC=CC=C1 ((S)-1-(2-Amino-3-phenyl-propionyl)-pyrrolidin-3-one hydrochloride). Reaction SMILES: C(OC(=O)[NH:7][C@@H:8]([CH2:17][C:18]1[CH:23]=[CH:22][CH:21]=[CH:20][CH:19]=1)[C:9](=[O:16])[N:10]1[CH2:14][CH2:13][C:12](=[O:15])[CH2:11]1)(C)(C)C.[ClH:25].O1CCOCC1>>[ClH:25].[NH2:7][C@@H:8]([CH2:17][C:18]1[CH:23]=[CH:22][CH:21]=[CH:20][CH:19]=1)[C:9]([N:10]1[CH2:14][CH2:13][C:12](=[O:15])[CH2:11]1)=[O:16] |f:1.2,3.4|. Reported procedure: (S)-[1-Benzyl-2-oxo-2-(3-oxo-pyrrolidin-1-yl)-ethyl]-carbamic acid tert-butyl ester (552 mg, 1.7 mmol) was dissolved in 4M HCl-dioxane (6.2 mL) at 0° C. The mixture was stirred at 25° C. for 1 hour, concentrated and the residue triturated with ether to give alight brown solid. Yield, 482 mg, 108%. The reactants are O=C([O-])O, CC(=O)OC(C)=O, CCOC(C)=O, O=CO, O=S(=O)(CC(NO)c1ccc(Cl)c(Cl)c1)N1CCN(c2ccc(Cl)cn2)CC1, [Na+], C1CCOC1. Yields the product O=CN(O)C(CS(=O)(=O)N1CCN(c2ccc(Cl)cn2)CC1)c1ccc(Cl)c(Cl)c1. Reaction SMILES: [C:39](=[O:40])([O-:41])[OH:42].[CH3:1][C:2]([O:3][C:5]([CH3:4])=[O:7])=[O:6].[CH3:49][CH2:50][O:51][C:52](=[O:53])[CH3:54].[CH:8]([OH:9])=[O:10].[Cl:11][c:12]1[cH:13][cH:14][c:15]([N:18]2[CH2:19][CH2:20][N:21]([S:24](=[O:25])(=[O:26])[CH2:27][CH:28]([c:29]3[cH:30][c:31]([Cl:36])[c:32]([Cl:35])[cH:33][cH:34]3)[NH:37][OH:38])[CH2:22][CH2:23]2)[n:16][cH:17]1.[Na+:43].[O:44]1[CH2:45][CH2:46][CH2:47][CH2:48]1>>[CH:5](=[O:7])[N:37]([CH:28]([CH2:27][S:24]([N:21]1[CH2:20][CH2:19][N:18]([c:15]2[cH:14][cH:13][c:12]([Cl:11])[cH:17][n:16]2)[CH2:23][CH2:22]1)(=[O:25])=[O:26])[c:29]1[cH:30][c:31]([Cl:36])[c:32]([Cl:35])[cH:33][cH:34]1)[OH:38]. The reactants are [N+](=O)(O)[O-] (nitric acid), ClC1=CC=C(C=C1)C=1C(N(C(=CC1Cl)C(F)(F)F)C)=O (3-(4-chlorophenyl)-4-chloro-1-methyl-6-trifluoromethyl-2(1H)-pyridone), ice water. The solvent is S(O)(O)(=O)=O (sulfuric acid). Conditions: time 1 hour. Yields the product ClC1=C(C=C(C=C1)C=1C(N(C(=CC1Cl)C(F)(F)F)C)=O)[N+](=O)[O-] (3-(4-chloro-3-nitrophenyl)-4-chloro-1-methyl-6-trifluoromethyl-2(1H)-pyridone). The yield is 92.3%. As a reaction SMILES: [Cl:1][C:2]1[CH:7]=[CH:6][C:5]([C:8]2[C:9](=[O:20])[N:10]([CH3:19])[C:11]([C:15]([F:18])([F:17])[F:16])=[CH:12][C:13]=2[Cl:14])=[CH:4][CH:3]=1.[N+:21]([O-])([OH:23])=[O:22]>S(=O)(=O)(O)O>[Cl:1][C:2]1[CH:3]=[CH:4][C:5]([C:8]2[C:9](=[O:20])[N:10]([CH3:19])[C:11]([C:15]([F:16])([F:17])[F:18])=[CH:12][C:13]=2[Cl:14])=[CH:6][C:7]=1[N+:21]([O-:23])=[O:22]. Procedure details: 0.2 g (0.62 mmol) of 3-(4-chlorophenyl)-4-chloro-1-methyl-6-trifluoromethyl-2(1H)-pyridone was dissolved in 2 ml of concentrated sulfuric acid, and 0.04 g (0.64 mmol) of fuming nitric acid was added thereto under cooling with ice, followed by stirring for 1 hour. After completion of the reaction, the reaction solution was poured into ice water and extracted with ethyl acetate. The organic layer was washed with water and a saturated sodium hydrogencarbonate aqueous solution and dried over anhydro... The reactants are Nc1nc(CC(=O)O)nc2c1nc(O)n2Cc1ccccc1, C1COCCN1, CCN=C=NCCCN(C)C, ClCCl, Cl. Yields the product Nc1nc(CC(=O)N2CCOCC2)nc2c1nc(O)n2Cc1ccccc1. RXN SMILES: [CH2:1]([c:2]1[cH:3][cH:4][cH:5][cH:6][cH:7]1)[n:8]1[c:9]2[n:10][c:11]([CH2:19][C:20](=[O:21])[OH:22])[n:12][c:13]([NH2:18])[c:14]2[n:15][c:16]1[OH:17].[CH2:23]1[CH2:24][O:25][CH2:26][CH2:27][NH:28]1.[CH2:30]([N:31]=[C:32]=[N:33][CH2:34][CH2:35][CH2:36][N:37]([CH3:38])[CH3:39])[CH3:40].[Cl:41][CH2:42][Cl:43].[ClH:29]>>[CH2:1]([c:2]1[cH:3][cH:4][cH:5][cH:6][cH:7]1)[n:8]1[c:9]2[n:10][c:11]([CH2:19][C:20](=[O:21])[N:28]3[CH2:23][CH2:24][O:25][CH2:26][CH2:27]3)[n:12][c:13]([NH2:18])[c:14]2[n:15][c:16]1[OH:17]. Reactants: COC(=O)C1=CN(C(=C1)C=1C(=NC(=NC1)OC)OC)C(C)C (5-(2,4-dimethoxy-pyrimidin-5-yl)-1-isopropyl-1H-pyrrole-3-carboxylic acid methyl ester), ClC1=CC=C(C=O)C=C1 (4-chlorobenzaldehyde), FC1=C(C#N)C=CC(=C1)C=O (2-fluoro-4-formyl-benzonitrile), COC(=O)C1=CN(C(=C1)Br)C(C)C (5-bromo-1-isopropyl-1H-pyrrole-3-carboxylic acid methyl ester). The product is COC(=O)C1=C(N(C(=C1)C=1C(=NC(=NC1)OC)OC)C(C)C)C(O)C1=CC(=C(C=C1)C#N)F (2-[(4-Cyano-3-fluoro-phenyl)-hydroxy-methyl]-5-(2,4-dimethoxy-pyrimidin-5-yl)-1-isopropyl-1H-pyrrole-3-carboxylic acid methyl ester). Reaction SMILES: [CH3:1][O:2][C:3]([C:5]1[CH:9]=[C:8]([C:10]2[C:11]([O:18][CH3:19])=[N:12][C:13]([O:16][CH3:17])=[N:14][CH:15]=2)[N:7]([CH:20]([CH3:22])[CH3:21])[CH:6]=1)=[O:4].[F:23][C:24]1[CH:31]=[C:30]([CH:32]=[O:33])[CH:29]=[CH:28][C:25]=1[C:26]#[N:27].COC(C1C=C(Br)N(C(C)C)C=1)=O.ClC1C=CC(C=O)=CC=1>>[CH3:1][O:2][C:3]([C:5]1[CH:9]=[C:8]([C:10]2[C:11]([O:18][CH3:19])=[N:12][C:13]([O:16][CH3:17])=[N:14][CH:15]=2)[N:7]([CH:20]([CH3:22])[CH3:21])[C:6]=1[CH:32]([C:30]1[CH:29]=[CH:28][C:25]([C:26]#[N:27])=[C:24]([F:23])[CH:31]=1)[OH:33])=[O:4]. Reported procedure: The title compound was prepared in analogy to the procedure described for Step D3 but 5-(2,4-dimethoxy-pyrimidin-5-yl)-1-isopropyl-1H-pyrrole-3-carboxylic acid methyl ester (Step 195.3) and 2-fluoro-4-formyl-benzonitrile [101048-76-4] were used instead of 5-bromo-1-isopropyl-1H-pyrrole-3-carboxylic acid methyl ester and 4-chlorobenzaldehyde respectively. The title compound was obtained as a yellow solid. tR: 1.12 min (HPLC 3); ESI-MS: tR=1.11 min, [M+H]+ 455 (LC-MS 1); TLC: Rf=0.30 (1:1 EtOAc/he...